Dataset: the Open Reaction Database (ORD), a public repository of structured organic reaction records. Task: describe an organic reaction: reactants, conditions, products, and yield The reactants are NC(CCC(=O)OCC#C)(C=C=C)C(=O)OC (propargyl 4-amino-4-carbomethoxyhepta-5,6-dienoate), diester, Cl (HCl), Ag. The product is Cl.NC(CCC(=O)O)(C=C=C)C(=O)O (4-Amino-4-carboxyhepta-5,6-dienoic acid hydrochloride salt). Reaction SMILES: [NH2:1][C:2]([C:14]([O:16]C)=[O:15])([CH:11]=[C:12]=[CH2:13])[CH2:3][CH2:4][C:5]([O:7]CC#C)=[O:6].[ClH:18]>>[ClH:18].[NH2:1][C:2]([C:14]([OH:16])=[O:15])([CH:11]=[C:12]=[CH2:13])[CH2:3][CH2:4][C:5]([OH:7])=[O:6] |f:2.3|. Procedure: The hydrolysis of propargyl 4-amino-4-carbomethoxyhepta-5,6-dienoate was carried out by dissolving 360 mg of the diester in 10% HCl and heating the solution to 65°-70° C. for about 22 hours. When cooled, the reaction mixture was placed directly on an ion-exchange column (BioRad Ag 50×8) washed with water, and eluted with a 1.7M ammonium hydroxide solution. The ammonium hydroxide fractions were pooled and concentrated to give the free acid of the title compound which was purified further by passi... The reactants are CC(C)([O-])C.[K+] (potassium tert-butoxide), CC(C)([O-])C.[K+] (potassium tert-butoxide), FC1=C(C#N)C=CC(=C1)F (2,4-difluorobenzonitrile), Cl.NCC(=O)OCC (ethyl glycinate hydrochloride), C([O-])([O-])=O.[K+].[K+] (potassium carbonate). Solvent: O (water), CN1C(CCC1)=O (1-methyl-2-pyrrolidinone). Reaction conditions: temperature 40 celsius, time 2 hour. Product: NC1=C(NC2=CC(=CC=C12)F)C(=O)OCC (3-Amino-6-fluoro-1H-indole-2-carboxylic acid, ethyl ester). Yield: 7.5%. Reaction SMILES: F[C:2]1[CH:9]=[C:8]([F:10])[CH:7]=[CH:6][C:3]=1[C:4]#[N:5].Cl.[NH2:12][CH2:13][C:14]([O:16][CH2:17][CH3:18])=[O:15].C(=O)([O-])[O-].[K+].[K+].CC(C)([O-])C.[K+]>O.CN1CCCC1=O>[NH2:5][C:4]1[C:3]2[C:2](=[CH:9][C:8]([F:10])=[CH:7][CH:6]=2)[NH:12][C:13]=1[C:14]([O:16][CH2:17][CH3:18])=[O:15] |f:1.2,3.4.5,6.7|. Procedure: Under nitrogen, stir and heat a mixture of 2,4-difluorobenzonitrile (1.14 g, 8.2 mmol), ethyl glycinate hydrochloride (1.5 mg, 10.7 mmol), potassium carbonate (3.4 g, 24.6 mmol) and 1-methyl-2-pyrrolidinone (20 mL). After 2 h allow the reaction to cool to 40° C. and add potassium tert-butoxide (300 mg, 2.7 mmol). Allow the reaction to stir and for 1 h and then add additional potassium tert-butoxide (500 mg, 4.4 mmol). Cool to room temperature overnight, pour the reaction mixture onto ice. Add wa...